From a dataset of the Open Reaction Database (ORD), a public repository of structured organic reaction records. describe an organic reaction: reactants, conditions, products, and yield The reactants are C(C)OCC (diethyl ether), C(C)(=O)C=1C=CC2=C(C(=CC(O2)(C)C)C2=NC=CC=C2)C1 (6-acetyl-2,2-dimethyl-4-(2-pyridyl)-2H-1-benzopyran). The product is C(C)(=O)C=1C=CC2=C(C(=CC(O2)(C)C)C2=[N+](C=CC=C2)[O-])C1 (2-(6-acetyl-2,2-dimethyl-2H-1-benzopyran-4-yl)pyridine N-oxide). Reaction SMILES: [C:1]([C:4]1[CH:5]=[CH:6][C:7]2[O:12][C:11]([CH3:14])([CH3:13])[CH:10]=[C:9]([C:15]3[CH:20]=[CH:19][CH:18]=[CH:17][N:16]=3)[C:8]=2[CH:21]=1)(=[O:3])[CH3:2].C([O:24]CC)C>>[C:1]([C:4]1[CH:5]=[CH:6][C:7]2[O:12][C:11]([CH3:14])([CH3:13])[CH:10]=[C:9]([C:15]3[CH:20]=[CH:19][CH:18]=[CH:17][N+:16]=3[O-:24])[C:8]=2[CH:21]=1)(=[O:3])[CH3:2]. Procedure: In an analogous manner to that described in the first paragraph of Example 3, from 6-acetyl-2,2-dimethyl-4-(2-pyridyl)-2H-1-benzopyran there was obtained 2-(6-acetyl-2,2-dimethyl-2H-1-benzopyran-4-yl)pyridine N-oxide of melting point 165°-167° C. (from diethyl ether). The product is CC(C)(C)OC(=O)N1CCC2(CC1)CC2. Starting materials: C=C1CCN(C(=O)OC(C)(C)C)CC1, CCOCC, CC(=O)O, CN(N=O)C(=N)N[N+](=O)[O-], [K+], C1CCOC1, [OH-]. Reaction SMILES: [CH2:18]=[C:19]1[CH2:20][CH2:21][N:22]([C:25](=[O:26])[O:27][C:28]([CH3:29])([CH3:30])[CH3:31])[CH2:23][CH2:24]1.[CH3:1][CH2:2][O:3][CH2:4][CH3:5].[CH3:37][C:38](=[O:39])[OH:40].[CH3:8][N:9]([C:10]([NH:11][N+:12](=[O:13])[O-:14])=[NH:15])[N:16]=[O:17].[K+:7].[O:32]1[CH2:33][CH2:34][CH2:35][CH2:36]1.[OH-:6]>>[CH2:1]1[CH2:18][C:19]12[CH2:20][CH2:21][N:22]([C:25](=[O:26])[O:27][C:28]([CH3:29])([CH3:30])[CH3:31])[CH2:23][CH2:24]2.